This data is from the Open Reaction Database (ORD), a public repository of structured organic reaction records. The task is: describe an organic reaction: reactants, conditions, products, and yield Reactants: CN(CCCC#N)C (4-dimethylaminobutyronitrile), N1=CC=CC=C1 (pyridine), S (H2S). Solvent: C(C)N(CC)CC (triethylamine). Conditions: temperature 55 celsius, time 16 hour. The product is CN(CCCC(=S)N)C (4-dimethylaminothiobutyramide). Reaction SMILES: [CH3:1][N:2]([CH3:8])[CH2:3][CH2:4][CH2:5][C:6]#[N:7].N1C=CC=CC=1.[SH2:15]>C(N(CC)CC)C>[CH3:1][N:2]([CH3:8])[CH2:3][CH2:4][CH2:5][C:6]([NH2:7])=[S:15]. Procedure: A reaction mixture was prepared containing 95.2 g. of 4-dimethylaminobutyronitrile, 134.3 g. of pyridine, 257.6 g. of triethylamine and 113 g. of H2S. The reaction mixture was placed in an autoclave and the autoclave shaken for about 16 hours at 55° C. The reaction mixture was then removed from the autoclave and the volatile constituents removed by evaporation in vacuo. The resulting residue comprising 4-dimethylaminothiobutyramide formed in the above reaction was digested with about 1.5 l. of b...